This data is from the Open Reaction Database (ORD), a public repository of structured organic reaction records. The task is: describe an organic reaction: reactants, conditions, products, and yield Reactants: solution, C[Si]([N-][Si](C)(C)C)(C)C.[Li+] (lithium hexamethyldisilazide), C(CC(C)C)Br (isoamyl bromide), O (water), CC(CS(=O)(=O)C1=CC=CC=C1)[C@H]1CC[C@H]2C3=CC=C4C[C@H](C[C@@H]([C@]4(C)[C@H]3CC[C@]12C)OC(=O)OC)OC(=O)OC (20-methyl-1α,3β-bis(methoxycarbonyloxy)-21-phenylsulfonylpregna-5,7-diene). Run in O1CCCC1 (tetrahydrofuran), O1CCCC1 (tetrahydrofuran). Run at temperature -70 celsius, time 30 minute. Yields the product CC(C)CCC[C@@H](C)[C@H]1CC[C@H]2C3=CC=C4C[C@H](C[C@@H]([C@]4(C)[C@H]3CC[C@]12C)O)O (cholesta-5,7-diene-1α,3β-diol). Isolated yield 62.8%. RXN SMILES: [CH3:1][CH:2]([C@@H:13]1[C@:30]2([CH3:31])[C@H:16]([C:17]3[C@H:27]([CH2:28][CH2:29]2)[C@:25]2([CH3:26])[C:20]([CH2:21][C@@H:22]([O:37]C(OC)=O)[CH2:23][C@@H:24]2[O:32]C(OC)=O)=[CH:19][CH:18]=3)[CH2:15][CH2:14]1)[CH2:3]S(C1C=CC=CC=1)(=O)=O.C[Si](C)(C)[N-][Si](C)(C)C.[Li+].[CH2:52](Br)[CH2:53][CH:54]([CH3:56])[CH3:55].O>O1CCCC1>[CH3:55][CH:54]([CH2:53][CH2:52][CH2:3][C@H:2]([C@@H:13]1[C@:30]2([CH3:31])[C@H:16]([C:17]3[C@H:27]([CH2:28][CH2:29]2)[C@:25]2([CH3:26])[C:20]([CH2:21][C@@H:22]([OH:37])[CH2:23][C@@H:24]2[OH:32])=[CH:19][CH:18]=3)[CH2:15][CH2:14]1)[CH3:1])[CH3:56] |f:1.2|. Procedure: In 1 ml of tetrahydrofuran was dissolved 35 mg of 20-methyl-1α,3β-bis(methoxycarbonyloxy)-21-phenylsulfonylpregna-5,7-diene and the solution was cooled to -70° C. To the solution was added 0.8 ml of 0.1N solution of lithium hexamethyldisilazide in tetrahydrofuran. The resulting mixture was stirred for 30 minutes. After addition of 30 mg of isoamyl bromide, the mixture was stirred for 4 hours while the temperature was gradually raised to room temperature. The reaction mixture was poured into wate... Starting materials: [Al+3], CC(C)(C)OC(=O)NCC1CCN(Cc2ccccc2)C1, C1CCOC1, [H-], [H-], [H-], [H-], [Li+]. Product: CNCC1CCN(Cc2ccccc2)C1. As a reaction SMILES: [Al+3:2].[C:7]([O:8][C:12](=[O:9])[NH:13][CH2:14][CH:15]1[CH2:16][N:17]([CH2:20][c:21]2[cH:22][cH:23][cH:24][cH:25][cH:26]2)[CH2:18][CH2:19]1)([CH3:10])([CH3:11])[CH3:27].[CH2:28]1[O:29][CH2:30][CH2:31][CH2:32]1.[H-:1].[H-:4].[H-:5].[H-:6].[Li+:3]>>[CH3:12][NH:13][CH2:14][CH:15]1[CH2:16][N:17]([CH2:20][c:21]2[cH:22][cH:23][cH:24][cH:25][cH:26]2)[CH2:18][CH2:19]1. The reactants are [Ce] (cerium), C([O-])([O-])=O (carbonate). Yields the product C([O-])([O-])=O.[Ce+3].C([O-])([O-])=O.C([O-])([O-])=O.[Ce+3] (cerium carbonate). RXN SMILES: [Ce:1].[C:2](=[O:5])([O-:4])[O-:3]>>[C:2](=[O:3])([O-:5])[O-:4].[Ce+3:1].[C:2](=[O:3])([O-:5])[O-:4].[C:2](=[O:3])([O-:5])[O-:4].[Ce+3:1] |f:2.3.4.5.6|. Procedure details: According to the present invention, the cerium precursor solution is mixed with the carbonate precursor solution and cerium carbonate powder is obtained from the mixture via precipitation. Starting materials: O=[N+]([O-])c1cc2c(cc1[N+](=O)[O-])OCO2, CC(=O)O, [K+], [OH-], O, OCCOCCO. Yields the product O=[N+]([O-])c1cc(O)c(OCCOCCO)cc1[N+](=O)[O-]. RXN SMILES: [CH2:10]1[O:11][c:12]2[cH:13][c:14]([N+:22](=[O:23])[O-:24])[c:15]([N+:19](=[O:20])[O-:21])[cH:16][c:17]2[O:18]1.[CH3:26][C:27](=[O:28])[OH:29].[K+:2].[OH-:1].[OH2:25].[OH:3][CH2:4][CH2:5][O:6][CH2:7][CH2:8][OH:9]>>[OH:3][CH2:4][CH2:5][O:6][CH2:7][CH2:10][O:18][c:17]1[c:12]([OH:11])[cH:13][c:14]([N+:22](=[O:23])[O-:24])[c:15]([N+:19](=[O:20])[O-:21])[cH:16]1.